The task is: describe an organic reaction: reactants, conditions, products, and yield. This data is from the Open Reaction Database (ORD), a public repository of structured organic reaction records. The reactants are SCCO (2-Mercaptoethanol), [Na] (sodium), BrC(CCCCCCC(=O)OCC)CCCC(CCCCC)OC(C)=O (ethyl 8-bromo-12-acetoxyheptadecanoate). The solvent is CO (methanol). The product is OCCSC(CCCCCCC(=O)OCC)CCCC(CCCCC)OC(C)=O (ethyl 8-(2-hydroxyethylthio)-12-acetoxyheptadecanoate). RXN SMILES: [SH:1][CH2:2][CH2:3][OH:4].[Na].Br[CH:7]([CH2:19][CH2:20][CH2:21][CH:22]([O:28][C:29](=[O:31])[CH3:30])[CH2:23][CH2:24][CH2:25][CH2:26][CH3:27])[CH2:8][CH2:9][CH2:10][CH2:11][CH2:12][CH2:13][C:14]([O:16][CH2:17][CH3:18])=[O:15]>CO>[OH:4][CH2:3][CH2:2][S:1][CH:7]([CH2:19][CH2:20][CH2:21][CH:22]([O:28][C:29](=[O:31])[CH3:30])[CH2:23][CH2:24][CH2:25][CH2:26][CH3:27])[CH2:8][CH2:9][CH2:10][CH2:11][CH2:12][CH2:13][C:14]([O:16][CH2:17][CH3:18])=[O:15] |^1:4|. Procedure details: 2-Mercaptoethanol (31.2 g., 0.4 mole) is dissolved in a solution of sodium (9.2 g., 0.4 mole) in methanol (300 ml.). Ethyl 8-bromo-12-acetoxy-heptadecanoate (Example 1, Step E) (43.5 g., 0.1 mole) is added and the resulting solution is heated at reflux for 5 hours. Most of the methanol is then removed by evaporation in vacuo. Water (350 ml.) is added to the residue and the oily product taken up in ether, washed with water and brine and dried over sodium sulfate. Evaporation of the ether leaves t... The reactants are O=C([O-])[O-], CCOC(C)=O, FC(F)(F)c1cc(Cl)nc(-c2cccnc2)n1, [K+], [K+], CN(C)C=O, Nc1ccc2[nH]ccc2c1. Yields the product FC(F)(F)c1cc(Nc2ccc3[nH]ccc3c2)nc(-c2cccnc2)n1. RXN SMILES: [C:28](=[O:29])([O-:30])[O-:31].[CH3:39][CH2:40][O:41][C:42](=[O:43])[CH3:44].[Cl:1][c:2]1[n:3][c:4](-[c:12]2[cH:13][n:14][cH:15][cH:16][cH:17]2)[n:5][c:6]([C:8]([F:9])([F:10])[F:11])[cH:7]1.[K+:32].[K+:33].[O:34]=[CH:35][N:36]([CH3:37])[CH3:38].[nH:18]1[cH:19][cH:20][c:21]2[cH:22][c:23]([NH2:27])[cH:24][cH:25][c:26]12>>[c:2]1([NH:27][c:23]2[cH:22][c:21]3[cH:20][cH:19][nH:18][c:26]3[cH:25][cH:24]2)[n:3][c:4](-[c:12]2[cH:13][n:14][cH:15][cH:16][cH:17]2)[n:5][c:6]([C:8]([F:9])([F:10])[F:11])[cH:7]1. Procedure: From compound of example 1: to a suspension of N,N′-dibenzyl-1,2-diamino-1,2-dideoxy-D-mannopyranose (10 g) in methanol (30 ml) conc. HCl-solution (4 ml) was gradually added and the mixture was heated to 40° C. for 2-3 hours. The solvent was carefully evaporated, the residue was taken up in methanol and evaporated again 3-4 times. The resulting solid was suspended in ethanol and heated to reflux, the insoluble material was removed by hot filtration, and the filtrate was evaporated to dryness to ... Reactants: compound, C(C1=CC=CC=C1)NC1[C@H]([C@@H](O)[C@H](O)[C@H](O1)CO)NCC1=CC=CC=C1 (N,N′-dibenzyl-1,2-diamino-1,2-dideoxy-D-mannopyranose), CO (methanol). Conditions: temperature 40 celsius. Product: hydrochloride salt, C(C1=CC=CC=C1)N[C@H](C=O)[C@@H](O)[C@H](O)[C@H](O)CO (N-benzyl-2-amino-2-deoxy-D-mannose). As a reaction SMILES: C(N[CH:9]1[O:16][C@H:15]([CH2:17][OH:18])[C@@H:13]([OH:14])[C@H:11]([OH:12])[C@@H:10]1[NH:19][CH2:20][C:21]1[CH:26]=[CH:25][CH:24]=[CH:23][CH:22]=1)C1C=CC=CC=1.C[OH:28]>>[CH2:20]([NH:19][C@@H:10]([C@H:11]([C@@H:13]([C@@H:15]([CH2:17][OH:18])[OH:28])[OH:14])[OH:12])[CH:9]=[O:16])[C:21]1[CH:22]=[CH:23][CH:24]=[CH:25][CH:26]=1. The reactants are CS(=O)(=O)O, CCOC(C)=O, CC(=O)O, COc1cc2nccc(Oc3ccc(NC(=O)NC4CC4)c(Cl)c3)c2cc1C(N)=O. Product: CS(=O)(=O)[O-], COc1cc2nccc(Oc3ccc(NC(=O)NC4CC4)c(Cl)c3)c2cc1C(N)=O. RXN SMILES: [CH3:1][S:2]([OH:3])(=[O:4])=[O:5].[CH3:36][CH2:37][O:38][C:39](=[O:40])[CH3:41].[CH3:42][C:43](=[O:44])[OH:45].[Cl:6][c:7]1[cH:8][c:9]([O:10][c:11]2[cH:12][cH:13][n:14][c:15]3[cH:16][c:17]([O:24][CH3:25])[c:18]([C:21](=[O:22])[NH2:23])[cH:19][c:20]23)[cH:26][cH:27][c:28]1[NH:29][C:30](=[O:31])[NH:32][CH:33]1[CH2:34][CH2:35]1>>[CH3:1][S:2](=[O:3])(=[O:4])[O-:5].[Cl:6][c:7]1[cH:8][c:9]([O:10][c:11]2[cH:12][cH:13][n:14][c:15]3[cH:16][c:17]([O:24][CH3:25])[c:18]([C:21](=[O:22])[NH2:23])[cH:19][c:20]23)[cH:26][cH:27][c:28]1[NH:29][C:30](=[O:31])[NH:32][CH:33]1[CH2:34][CH2:35]1.